Dataset: the Open Reaction Database (ORD), a public repository of structured organic reaction records. Task: describe an organic reaction: reactants, conditions, products, and yield The reactants are CC(=O)C1=CC(=C(C=C1Cl)F)F (2-chloro-4,5-difluoroacetophenone), Cl[O-].[Na+] (sodium hypochlorite), Cl (hydrochloric acid). Solvent: C(Cl)Cl (methylene chloride). Yields the product ClC1=C(C(=O)O)C=C(C(=C1)F)F (2-chloro-4,5-difluorobenzoic acid). Isolated yield 85.1%. Reaction SMILES: C[C:2]([C:4]1[C:9]([Cl:10])=[CH:8][C:7]([F:11])=[C:6]([F:12])[CH:5]=1)=[O:3].Cl[O-:14].[Na+].Cl>C(Cl)Cl>[Cl:10][C:9]1[CH:8]=[C:7]([F:11])[C:6]([F:12])=[CH:5][C:4]=1[C:2]([OH:3])=[O:14] |f:1.2|. Procedure: To 19.1 g (0.1 mol) of 2-chloro-4,5-difluoroacetophenone, 280.4 g (0.4 mol) of a 12% sodium hypochlorite aqueous solution was added, and the mixture was reacted under reflux for 4 hours. After cooling, concentrated hydrochloric acid was dropwise added thereto until the pH became 1. The formed white crystals were dissolved in methylene chloride and separated from the aqueous phase. The separated aqueous phase was extracted twice with methylene chloride, and the extracts were added to the oil phas... The reactants are COc1ccc2o[nH]c(=O)c2c1, CC1(C)Oc2ccc(C#N)cc2C2OC21. Product: COc1ccc2onc(OC3c4cc(C#N)ccc4OC(C)(C)C3O)c2c1. RXN SMILES: [CH3:16][O:17][c:18]1[cH:19][cH:20][c:21]2[c:22]([c:23](=[O:26])[nH:24][o:25]2)[cH:27]1.[CH3:1][C:2]1([CH3:15])[CH:3]2[CH:4]([c:5]3[cH:6][c:7]([C:12]#[N:13])[cH:8][cH:9][c:10]3[O:11]1)[O:14]2>>[CH3:1][C:2]1([CH3:15])[CH:3]([OH:14])[CH:4]([O:26][c:23]2[c:22]3[c:21]([cH:20][cH:19][c:18]([O:17][CH3:16])[cH:27]3)[o:25][n:24]2)[c:5]2[cH:6][c:7]([C:12]#[N:13])[cH:8][cH:9][c:10]2[O:11]1. Starting materials: BrC=1C=C(C(N(C1)C)=O)NC1=NN2C(CN(CC2)C2COC2)=C1 (5-bromo-1-methyl-3-(5-(oxetan-3-yl)-4,5,6,7-tetrahydropyrazolo[1,5-a]pyrazin-2-ylamino)pyridin-2(1H)-one), C(C)(=O)OCC1=C(C=CC=C1B1OC(C(O1)(C)C)(C)C)N1C(C=2N(C=3CCCCC3C2)CC1)=O (2-(2-(Acetoxymethyl)-3-(4,4,5,5-tetramethyl-1,3,2-dioxaborolan-2-yl)phenyl)-3,4,6,7,8,9-hexahydropyrazino[1,2-a]indol-1(2H)-one), K3PO4.3H2O, CC(=O)[O-].[Na+] (NaOAc). The reagents and catalysts are C1=CC=C(C=C1)P([C-]2C=CC=C2)C3=CC=CC=C3.C1=CC=C(C=C1)P([C-]2C=CC=C2)C3=CC=CC=C3.Cl[Pd]Cl.[Fe+2] (Pd(dppf)Cl2). Run in CC#N (CH3CN). Reaction conditions: temperature 110 celsius. Product: C(C)(=O)OCC1=C(C=CC=C1N1C(C=2N(C=3CCCCC3C2)CC1)=O)C1=CN(C(C(=C1)NC1=NN2C(CN(CC2)C2COC2)=C1)=O)C ([2-(1-Methyl-5-{[5-(oxetan-3-yl)-4H,5H,6H,7H-pyrazolo[1,5-a]pyrazin-2-yl]amino}-6-oxo-1,6-dihydropyridin-3-yl)-6-{1-oxo-1H,2H,3H,4H,6H,7H,8H,9H-pyrazino [1,2-a]indol-2-yl}phenyl]methyl Acetate). Isolated yield 44.8%. Reaction SMILES: Br[C:2]1[CH:3]=[C:4]([NH:10][C:11]2[CH:23]=[C:14]3[CH2:15][N:16]([CH:19]4[CH2:22][O:21][CH2:20]4)[CH2:17][CH2:18][N:13]3[N:12]=2)[C:5](=[O:9])[N:6]([CH3:8])[CH:7]=1.[C:24]([O:27][CH2:28][C:29]1[C:34](B2OC(C)(C)C(C)(C)O2)=[CH:33][CH:32]=[CH:31][C:30]=1[N:44]1[CH2:56][CH2:55][N:47]2[C:48]3[CH2:49][CH2:50][CH2:51][CH2:52][C:53]=3[CH:54]=[C:46]2[C:45]1=[O:57])(=[O:26])[CH3:25].CC([O-])=O.[Na+]>CC#N.C1C=CC(P(C2C=CC=CC=2)[C-]2C=CC=C2)=CC=1.C1C=CC(P(C2C=CC=CC=2)[C-]2C=CC=C2)=CC=1.Cl[Pd]Cl.[Fe+2]>[C:24]([O:27][CH2:28][C:29]1[C:30]([N:44]2[CH2:56][CH2:55][N:47]3[C:48]4[CH2:49][CH2:50][CH2:51][CH2:52][C:53]=4[CH:54]=[C:46]3[C:45]2=[O:57])=[CH:31][CH:32]=[CH:33][C:34]=1[C:2]1[CH:3]=[C:4]([NH:10][C:11]2[CH:23]=[C:14]3[CH2:15][N:16]([CH:19]4[CH2:22][O:21][CH2:20]4)[CH2:17][CH2:18][N:13]3[N:12]=2)[C:5](=[O:9])[N:6]([CH3:8])[CH:7]=1)(=[O:26])[CH3:25] |f:2.3,5.6.7.8|. Procedure: A sealed tube was charged with the mixture of 5-bromo-1-methyl-3-(5-(oxetan-3-yl)-4,5,6,7-tetrahydropyrazolo[1,5-a]pyrazin-2-ylamino)pyridin-2(1H)-one 252a (265 mg, 0.7 mmol),2-(1-oxo-3,4,6,7,8,9-hexahydropyrazino[1,2-a]indol-2(1H)-yl)-6-(4,4,5,5-tetramethyl-1,3,2-dioxaborolan-2-yl)benzyl acetate 114a (320 mg, 0.7 mmol), Pd(dppf)Cl2 (56 mg, 0.07 mmol), K3PO4.3H2O(367 mg, 1.4 mmol), and NaOAc (113 mg, 1.4 mmol) in CH3CN (20 mL). The system was evacuated and refilled with N2. The reaction mixture ... The reactants are [N+](=O)([O-])C1=CC2=C(N(C(S2)=O)C)C=C1 (6-nitro-3-methyl-2-benzothiazolinone), [H][H] (hydrogen). The reagents and catalysts are [Pd] (palladium-on-carbon). Run in CO (MeOH), O1CCCC1 (tetrahydrofuran). The product is NC1=CC2=C(N(C(S2)=O)C)C=C1 (6-amino-3-methyl-2(3H)-benzothiazolone). RXN SMILES: [N+:1]([C:4]1[CH:14]=[CH:13][C:7]2[N:8]([CH3:12])[C:9](=[O:11])[S:10][C:6]=2[CH:5]=1)([O-])=O.[H][H]>CO.O1CCCC1.[Pd]>[NH2:1][C:4]1[CH:14]=[CH:13][C:7]2[N:8]([CH3:12])[C:9](=[O:11])[S:10][C:6]=2[CH:5]=1. Procedure: A mixture of 6-nitro-3-methyl-2-benzothiazolinone (J. Heterocyclic Chem. 1992, 29, 1069–1076, 4.85 g, 23.1 mmol) and 10% palladium-on-carbon (491 mg, 0.461 mmol) in a mixture of MeOH (45 mL) and tetrahydrofuran (45 mL) is shaken under a 40 psi hydrogen atmosphere on a Parr apparatus for 17 h. The catalyst is removed by filtration through a pad of Celite, and the filtrate is concentrated under reduced pressure and triturated with ethyl acetate/hexanes. Filtration then provides the title compound,... Reactants: C(C)OC(=O)C=1C=C2C(CC(NC2=CC1)C1=CC(=CC=C1)C(=O)OC)(C)C (2-(3-methoxycarbonyl-phenyl)-4,4-dimethyl-1,2,3,4-tetrahydro-quinoline-6-carboxylic acid ethyl ester), Cl (hydrochloric acid). Run in O1CCCC1 (tetrahydrofuran), [OH-].[Li+] (lithium hydroxide), O (water), C(C)(=O)OCC (ethyl acetate). Conditions: temperature 25 celsius, time 4 hour. The product is C(C)OC(=O)C=1C=C2C(CC(NC2=CC1)C1=CC(=CC=C1)C(=O)O)(C)C (2-(3-carboxy-phenyl)-4,4-dimethyl-1,2,3,4-tetrahydro-quinoline-6-carboxylic acid ethyl ester). The yield is 49.9%. As a reaction SMILES: [CH2:1]([O:3][C:4]([C:6]1[CH:7]=[C:8]2[C:13](=[CH:14][CH:15]=1)[NH:12][CH:11]([C:16]1[CH:21]=[CH:20][CH:19]=[C:18]([C:22]([O:24]C)=[O:23])[CH:17]=1)[CH2:10][C:9]2([CH3:27])[CH3:26])=[O:5])[CH3:2].Cl>O1CCCC1.[OH-].[Li+].O.C(OCC)(=O)C>[CH2:1]([O:3][C:4]([C:6]1[CH:7]=[C:8]2[C:13](=[CH:14][CH:15]=1)[NH:12][CH:11]([C:16]1[CH:21]=[CH:20][CH:19]=[C:18]([C:22]([OH:24])=[O:23])[CH:17]=1)[CH2:10][C:9]2([CH3:26])[CH3:27])=[O:5])[CH3:2] |f:3.4|. Procedure: A mixture of 2-(3-methoxycarbonyl-phenyl)-4,4-dimethyl-1,2,3,4-tetrahydro-quinoline-6-carboxylic acid ethyl ester (2.5 g, 6.8 mmol) in tetrahydrofuran (20 mL), 2M lithium hydroxide in water (10 mL) was stirred for 4 h at 25° C. The mixture was neutralized with a 2 N aqueous hydrochloric acid solution, diluted with ethyl acetate (100 mL), washed with water, dried over anhydrous sodium sulfate and then concentrated in vacuo to afford 2-(3-carboxy-phenyl)-4,4-dimethyl-1,2,3,4-tetrahydro-quinoline-6... RXN SMILES: [CH3:1][C:2]1[O:13][C:5]([CH:6](O)[CH2:7][CH2:8][CH2:9][CH2:10][CH3:11])=[CH:4][CH:3]=1.C(O)C[OH:16].O.C([O-])(=O)C.[Na+]>C(O)(=O)C>[CH2:7]([CH:6]1[C:2]([OH:13])([CH3:1])[CH:3]=[CH:4][C:5]1=[O:16])[CH2:8][CH2:9][CH2:10][CH3:11] |f:3.4|. Procedure details: In the same apparatus as in Example 1 5-methyl-α-n-pentyl-furfuryl alcohol (40 parts), ethylene glycol (20 parts) and a buffer solution prepared from water (1200 parts) and sodium acetate (0.5 part) and adjusted to pH 5.2 with acetic acid were charged, and the resultant mixture was stirred at 100° C. in a nitrogen stream for 20 hours. The reaction mixture was cooled and extracted with toluene. The extract was concentrated to give 2-n-pentyl-3-hydroxy-3-methyl-4-cyclopentenone in a yield of 84 %. Reactants: CC1=CC=C(C(CCCCC)O)O1 (5-methyl-α-n-pentyl-furfuryl alcohol), C(CO)O (ethylene glycol), O (water), C(C)(=O)[O-].[Na+] (sodium acetate), resultant mixture. The product is C(CCCC)C1C(C=CC1(C)O)=O (2-n-pentyl-3-hydroxy-3-methyl-4-cyclopentenone). Isolated yield 84.0%. Solvent: C(C)(=O)O (acetic acid). The reactants are O.C1(=CC=C(C=C1)S(=O)(=O)O)C (p-toluenesulfonic acid monohydrate), FC(/C=C/[C@H]1[C@@H](C[C@@H]2OC(CCC\C=C/C[C@@H]21)=O)OC2OCCCC2)(COC2=CC=CC=C2)F ((8aR,9R,10R,11aS,Z)-9-((E)-3,3-difluoro-4-phenoxybut-1-en-1-yl)-10-((tetrahydro-2H-pyran-2-yl)oxy)-4,5,8,8a,9,10,11,11a-octahydrocyclopenta[b]oxecin-2(3H)-one). The solvent is CO (methanol). Reaction conditions: time 2 hour. Yields the product FC(/C=C/[C@H]1[C@@H](C[C@@H]2OC(CCC\C=C/C[C@@H]21)=O)O)(COC2=CC=CC=C2)F ((8aR,9R,10R,11aS,Z)-9-((E)-3,3-difluoro-4-phenoxybut-1-en-1-yl)-10-hydroxy-4,5,8,8a,9,10,11,11a-octahydrocyclopenta[b]oxecin-2(3H)-one). The yield is 93.4%. Reaction SMILES: O.C1(C)C=CC(S(O)(=O)=O)=CC=1.[F:13][C:14]([F:46])([CH2:38][O:39][C:40]1[CH:45]=[CH:44][CH:43]=[CH:42][CH:41]=1)/[CH:15]=[CH:16]/[C@@H:17]1[C@@H:29]2[C@@H:20]([O:21][C:22](=[O:30])[CH2:23][CH2:24][CH2:25][CH:26]=[CH:27][CH2:28]2)[CH2:19][C@H:18]1[O:31]C1CCCCO1>CO>[F:46][C:14]([F:13])([CH2:38][O:39][C:40]1[CH:45]=[CH:44][CH:43]=[CH:42][CH:41]=1)/[CH:15]=[CH:16]/[C@@H:17]1[C@@H:29]2[C@@H:20]([O:21][C:22](=[O:30])[CH2:23][CH2:24][CH2:25][CH:26]=[CH:27][CH2:28]2)[CH2:19][C@H:18]1[OH:31] |f:0.1|. Reported procedure: p-toluenesulfonic acid monohydrate (10.37 g, 54.5 mmol) was add to a stirred solution of (8aR,9R,10R,11aS,Z)-9-((E)-3,3-difluoro-4-phenoxybut-1-en-1-yl)-10-((tetrahydro-2H-pyran-2-yl)oxy)-4,5,8,8a,9,10,11,11a-octahydrocyclopenta[b]oxecin-2(3H)-one (26.0 g from example 33) in methanol (200 mL). The mixture was stirred for 2 hr at room temperature (TLC monitoring). Then, the reaction mixture was quenched with saturated sodium bicarbonate aqueous solution (300 mL), and the methanol was removed unde...